The task is: describe an organic reaction: reactants, conditions, products, and yield. This data is from the Open Reaction Database (ORD), a public repository of structured organic reaction records. Starting materials: C(C1=CC=CC=C1)(=O)NC(C(=O)O[C@H]1CN2CCC1CC2)C2=CC=CC=C2 ((R)-quinuclidin-3-yl 2-benzamido-2-phenylacetate), ClCC(=O)C1=CC=CC=C1 (2-chloro-1-phenylethanone). Run in CCOC(=O)C (EtOAc), C(C)#N (acetonitrile). Reaction conditions: time 24 hour. Product: [Cl-].C(C1=CC=CC=C1)(=O)NC(C(=O)O[C@H]1C[N+]2(CCC1CC2)CC(C2=CC=CC=C2)=O)C2=CC=CC=C2 ((3R)-3-(2-benzamido-2-phenylacetoxy)-1-(2-oxo-2-phenylethyl)-1-azoniabicyclo[2.2.2]octane chloride). The yield is 73.0%. RXN SMILES: [C:1]([NH:9][CH:10]([C:22]1[CH:27]=[CH:26][CH:25]=[CH:24][CH:23]=1)[C:11]([O:13][C@@H:14]1[CH:19]2[CH2:20][CH2:21][N:16]([CH2:17][CH2:18]2)[CH2:15]1)=[O:12])(=[O:8])[C:2]1[CH:7]=[CH:6][CH:5]=[CH:4][CH:3]=1.[Cl:28][CH2:29][C:30]([C:32]1[CH:37]=[CH:36][CH:35]=[CH:34][CH:33]=1)=[O:31]>CCOC(C)=O.C(#N)C>[Cl-:28].[C:1]([NH:9][CH:10]([C:22]1[CH:27]=[CH:26][CH:25]=[CH:24][CH:23]=1)[C:11]([O:13][C@@H:14]1[CH:19]2[CH2:18][CH2:17][N+:16]([CH2:29][C:30](=[O:31])[C:32]3[CH:37]=[CH:36][CH:35]=[CH:34][CH:33]=3)([CH2:21][CH2:20]2)[CH2:15]1)=[O:12])(=[O:8])[C:2]1[CH:3]=[CH:4][CH:5]=[CH:6][CH:7]=1 |f:4.5|. Procedure details: To a solution of (R)-quinuclidin-3-yl 2-benzamido-2-phenylacetate (C85) (70 mg, 0.19 mmol) in EtOAc (1 ml) and acetonitrile (1 ml), was added 2-chloro-1-phenylethanone (32.7 mg, 0.21 mmol). The reaction was stirred at RT for 24 hours, and then the solvents were evaporated and the residue was triturated with EtOAc (8 ml) to obtain (3R)-3-(2-benzamido-2-phenylacetoxy)-1-(2-oxo-2-phenylethyl)-1-azoniabicyclo[2.2.2]octane chloride (72 mg; 72% yield). Reactants: B, COc1cc2ncnc(Oc3ccc(NC(=O)COc4ccccc4)cc3)c2cc1OC, Cl, [Na+], C1CCOC1, C1CCOC1, [OH-]. Yields the product COc1cc2ncnc(Oc3ccc(NCCOc4ccccc4)cc3)c2cc1OC. As a reaction SMILES: [BH3:38].[CH3:1][O:2][c:3]1[cH:4][c:5]2[c:6]([O:15][c:16]3[cH:17][cH:18][c:19]([NH:22][C:23]([CH2:24][O:25][c:26]4[cH:27][cH:28][cH:29][cH:30][cH:31]4)=[O:32])[cH:20][cH:21]3)[n:7][cH:8][n:9][c:10]2[cH:11][c:12]1[O:13][CH3:14].[ClH:39].[Na+:41].[O:33]1[CH2:34][CH2:35][CH2:36][CH2:37]1.[O:42]1[CH2:43][CH2:44][CH2:45][CH2:46]1.[OH-:40]>>[CH3:1][O:2][c:3]1[cH:4][c:5]2[c:6]([O:15][c:16]3[cH:17][cH:18][c:19]([NH:22][CH2:23][CH2:24][O:25][c:26]4[cH:27][cH:28][cH:29][cH:30][cH:31]4)[cH:20][cH:21]3)[n:7][cH:8][n:9][c:10]2[cH:11][c:12]1[O:13][CH3:14]. Starting materials: O=C([O-])[O-], CN(C)C=O, ClCc1ccccc1, [I-], [K+], [K+], [K+], O=C(c1ccccc1)c1ccc(O)cc1. Yields the product O=C(c1ccccc1)c1ccc(OCc2ccccc2)cc1. Reaction SMILES: [C:24](=[O:25])([O-:26])[O-:27].[CH3:32][N:33]([CH3:34])[CH:35]=[O:36].[Cl:16][CH2:17][c:18]1[cH:19][cH:20][cH:21][cH:22][cH:23]1.[I-:31].[K+:28].[K+:29].[K+:30].[OH:1][c:2]1[cH:3][cH:4][c:5]([C:6](=[O:7])[c:8]2[cH:9][cH:10][cH:11][cH:12][cH:13]2)[cH:14][cH:15]1>>[O:1]([c:2]1[cH:3][cH:4][c:5]([C:6](=[O:7])[c:8]2[cH:9][cH:10][cH:11][cH:12][cH:13]2)[cH:14][cH:15]1)[CH2:17][c:18]1[cH:19][cH:20][cH:21][cH:22][cH:23]1.